The task is: describe an organic reaction: reactants, conditions, products, and yield. This data is from the Open Reaction Database (ORD), a public repository of structured organic reaction records. The product is COC(=O)c1cc(Cl)cc(I)c1N. The reactants are CCOC(C)=O, COC(=O)c1cc(Cl)ccc1N, CC(=O)O, O=C1CCC(=O)N1I. As a reaction SMILES: [CH2:25]([O:26][C:27](=[O:28])[CH3:29])[CH3:30].[CH3:1][O:2][C:3]([c:4]1[c:5]([NH2:11])[cH:6][cH:7][c:8]([Cl:10])[cH:9]1)=[O:12].[CH3:21][C:22](=[O:23])[OH:24].[I:13][N:14]1[C:15](=[O:16])[CH2:17][CH2:18][C:19]1=[O:20]>>[CH3:1][O:2][C:3]([c:4]1[c:5]([NH2:11])[c:6]([I:13])[cH:7][c:8]([Cl:10])[cH:9]1)=[O:12]. Procedure: 90% m-Chloroperbenzoic acid (17 mmol) in chloroform (35 ml) solution was added dropwise with stirring over 1 h at 0° C. to a solution of 1-bromomethylsulfenyl-4-chlorobenzene (15 mmol) in chloroform (35 ml). The mixture was stirred at room temperature overnight, shaken with 1M K2CO3 aq., the dried (MgSO4) chloroform solution evaporated and the solid residue recrystallized from CHCl3 : pet. ether; yield 3.20 g (84%), m.p. 100° C. 1H NMR (CDCl3): δ 4.28 (CH2), 7.53 (Ph). IR (KBr): 1040-1030 cm-1 (... Conditions: time 8 hour. Reaction SMILES: ClC1C=CC=C(C(OO)=[O:9])C=1.[Br:12][CH2:13][S:14][C:15]1[CH:20]=[CH:19][C:18]([Cl:21])=[CH:17][CH:16]=1.C([O-])([O-])=O.[K+].[K+]>C(Cl)(Cl)Cl>[Cl:21][C:18]1[CH:19]=[CH:20][C:15]([S:14]([CH2:13][Br:12])=[O:9])=[CH:16][CH:17]=1 |f:2.3.4|. Yields the product ClC1=CC=C(C=C1)S(=O)CBr (4-Chloro-1-(bromomethylsulfinyl)-benzene). Run in C(Cl)(Cl)Cl (chloroform), C(Cl)(Cl)Cl (chloroform). Reactants: BrCSC1=CC=C(C=C1)Cl (1-bromomethylsulfenyl-4-chlorobenzene), ClC1=CC(=CC=C1)C(=O)OO (m-Chloroperbenzoic acid), C(=O)([O-])[O-].[K+].[K+] (K2CO3). Starting materials: BrC=1C(=NC2=CC=C(C=C2N1)C(=O)OC)C1=CC=CC=C1 (methyl 3-bromo-2-phenylquinoxaline-6-carboxylate), Cl.C1(=CC=CC=C1)CCN (2-phenylethanamine hydrochloride), C([O-])([O-])=O.[K+].[K+] (potassium carbonate). Run in CN(C=O)C (N,N-dimethylformamide). Conditions: temperature 100 celsius, time 8 hour. Yields the product C(CC1=CC=CC=C1)NC=1C(=NC2=CC=C(C=C2N1)C(=O)OC)C1=CC=CC=C1 (Methyl 3-(phenethylamino)-2-phenylquinoxaline-6-carboxylate). RXN SMILES: Br[C:2]1[C:3]([C:16]2[CH:21]=[CH:20][CH:19]=[CH:18][CH:17]=2)=[N:4][C:5]2[C:10]([N:11]=1)=[CH:9][C:8]([C:12]([O:14][CH3:15])=[O:13])=[CH:7][CH:6]=2.Cl.[C:23]1([CH2:29][CH2:30][NH2:31])[CH:28]=[CH:27][CH:26]=[CH:25][CH:24]=1.C(=O)([O-])[O-].[K+].[K+]>CN(C)C=O>[CH2:30]([NH:31][C:2]1[C:3]([C:16]2[CH:21]=[CH:20][CH:19]=[CH:18][CH:17]=2)=[N:4][C:5]2[C:10]([N:11]=1)=[CH:9][C:8]([C:12]([O:14][CH3:15])=[O:13])=[CH:7][CH:6]=2)[CH2:29][C:23]1[CH:28]=[CH:27][CH:26]=[CH:25][CH:24]=1 |f:1.2,3.4.5|. Procedure: Into a 10-mL sealed tube, was placed methyl 3-bromo-2-phenylquinoxaline-6-carboxylate (150 mg, 0.44 mmol, 1.00 equiv), 2-phenylethanamine hydrochloride (207.8 mg, 1.32 mmol, 3.00 equiv), potassium carbonate (304.4 mg, 2.21 mmol, 5.00 equiv), N,N-dimethylformamide (2 mL). The resulting solution was stirred overnight at 100° C. in an oil bath. The reaction was then quenched by the addition of 20 mL of water. The resulting solution was extracted with 3×50 mL of ethyl acetate and the organic layers ... The reactants are COc1ccc(C(=O)CBr)cc1, Sc1ccccc1. The product is COc1ccc(C(=O)CSc2ccccc2)cc1. RXN SMILES: [Br:8][CH2:9][C:10](=[O:11])[c:12]1[cH:13][cH:14][c:15]([O:18][CH3:19])[cH:16][cH:17]1.[SH:1][c:2]1[cH:3][cH:4][cH:5][cH:6][cH:7]1>>[S:1]([c:2]1[cH:3][cH:4][cH:5][cH:6][cH:7]1)[CH2:9][C:10](=[O:11])[c:12]1[cH:13][cH:14][c:15]([O:18][CH3:19])[cH:16][cH:17]1.